This data is from the Open Reaction Database (ORD), a public repository of structured organic reaction records. The task is: describe an organic reaction: reactants, conditions, products, and yield Starting materials: FC1=C(C=CC(=C1)F)C1=CC=C(C(C(=O)OC(C)Cl)=C1)O (1-chloroethyl 5-(2,4-difluorophenyl)salicylate), C(OCC)([O-])=O.[Na+] (sodium ethyl carbonate). Run in CN(C)C=O (DMF). The product is FC1=C(C=CC(=C1)F)C1=CC=C(C(C(=O)OC(C)OC(=O)OCC)=C1)O (1-(ethoxycarbonyloxy)ethyl 5-(2,4-difluorophenyl)salicylate). Reaction SMILES: [F:1][C:2]1[CH:7]=[C:6]([F:8])[CH:5]=[CH:4][C:3]=1[C:9]1[CH:20]=[C:13]([C:14]([O:16][CH:17](Cl)[CH3:18])=[O:15])[C:12]([OH:21])=[CH:11][CH:10]=1.[C:22](=[O:27])([O-:26])[O:23][CH2:24][CH3:25].[Na+]>CN(C=O)C>[F:1][C:2]1[CH:7]=[C:6]([F:8])[CH:5]=[CH:4][C:3]=1[C:9]1[CH:20]=[C:13]([C:14]([O:16][CH:17]([O:27][C:22]([O:23][CH2:24][CH3:25])=[O:26])[CH3:18])=[O:15])[C:12]([OH:21])=[CH:11][CH:10]=1 |f:1.2|. Reported procedure: To a solution of 1-chloroethyl 5-(2,4-difluorophenyl)salicylate (5.0 g) in about 40 ml of DMF is added portionwise 3.0 g of sodium ethyl carbonate. The reaction is stirred at room temperature and then concentrated in vacuo. The concentrate is partitioned between ether/ethyl acetate and acidified water. The organic layer is separated and the aqueous layer is again extracted with ether, the organic layers are pooled and washed with water followed by drying and concentration to the crude product. A... The reactants are S1CCN(C2=C1C=CC=C2)C2=NC=CC=C2CN(C=2C=NC=CC2)C=2C=NC=CC2 (N-{[2-(2,3-dihydro-4H-1,4-benzothiazin-4-yl)pyridine-3-yl]methyl}-N-pyridin-3-ylpyridin-3-amine), OOS(=O)[O-].[K+] (Oxone). The solvent is CO (methanol), O (water), O (water), C(=O)([O-])[O-].[Na+].[Na+] (Na2CO3). Conditions: time 2 hour. Product: O=S1(CCN(C2=C1C=CC=C2)C2=NC=CC=C2CN(C=2C=NC=CC2)C=2C=NC=CC2)=O (N-{[2-(1,1-dioxido-2,3-dihydro-4H-1,4-benzothiazin-4-yl)pyridine-3-yl]methyl}-N-pyridin-3-ylpyridin-3-amine). RXN SMILES: S1[C:6]2[CH:7]=[CH:8][CH:9]=[CH:10][C:5]=2[N:4]([C:11]2[C:16]([CH2:17][N:18]([C:25]3[CH:26]=[N:27][CH:28]=[CH:29][CH:30]=3)[C:19]3[CH:20]=[N:21][CH:22]=[CH:23][CH:24]=3)=[CH:15][CH:14]=[CH:13][N:12]=2)[CH2:3][CH2:2]1.O[O:32][S:33]([O-:35])=O.[K+]>CO.O.C([O-])([O-])=O.[Na+].[Na+]>[O:32]=[S:33]1(=[O:35])[C:6]2[CH:7]=[CH:8][CH:9]=[CH:10][C:5]=2[N:4]([C:11]2[C:16]([CH2:17][N:18]([C:25]3[CH:26]=[N:27][CH:28]=[CH:29][CH:30]=3)[C:19]3[CH:20]=[N:21][CH:22]=[CH:23][CH:24]=3)=[CH:15][CH:14]=[CH:13][N:12]=2)[CH2:3][CH2:2]1 |f:1.2,5.6.7|. Procedure: To a solution of: N-{[2-(2,3-dihydro-4H-1,4-benzothiazin-4-yl)pyridine-3-yl]methyl}-N-pyridin-3-ylpyridin-3-amine (52 mg, 0.126 mmol) in methanol (1.5 mL) and water (1 mL) was added Oxone™ (97 mg, 0.157 mmol). The reaction progress was monitored by LC/MS and after 2 hours the reaction was diluted with water and Na2CO3 solution and the product was extracted into ethyl acetate, the solution dried, filtered, and the solvent evaporated. The residue was purified by chromatography on silica gel elutin... Reactants: Cn1c(C=C2CN(C(=O)OC(C)(C)C)C2)nc2c(N3CCOCC3)nc(Cl)nc21, O=C([O-])[O-], Cc1ccccc1, O=C(C=Cc1ccccc1)C=Cc1ccccc1, O=C(C=Cc1ccccc1)C=Cc1ccccc1, O=C(C=Cc1ccccc1)C=Cc1ccccc1, [Cs+], [Cs+], [Pd], [Pd], CC(O)c1nc2ccccc2[nH]1. Yields the product CC(O)c1nc2ccccc2n1-c1nc(N2CCOCC2)c2nc(C=C3CN(C(=O)OC(C)(C)C)C3)n(C)c2n1. Reaction SMILES: [C:1]([CH3:2])([CH3:3])([CH3:4])[O:5][C:6](=[O:7])[N:8]1[CH2:9][C:10](=[CH:12][c:13]2[n:14]([CH3:29])[c:15]3[n:16][c:17]([Cl:28])[n:18][c:19]([N:22]4[CH2:23][CH2:24][O:25][CH2:26][CH2:27]4)[c:20]3[n:21]2)[CH2:11]1.[C:42](=[O:43])([O-:44])[O-:45].[CH3:48][c:49]1[cH:50][cH:51][cH:52][cH:53][cH:54]1.[CH:57](=[CH:58][C:59]([CH:60]=[CH:61][c:62]1[cH:63][cH:64][cH:65][cH:66][cH:67]1)=[O:68])[c:69]1[cH:70][cH:71][cH:72][cH:73][cH:74]1.[CH:75](=[CH:76][C:77]([CH:78]=[CH:79][c:80]1[cH:81][cH:82][cH:83][cH:84][cH:85]1)=[O:86])[c:87]1[cH:88][cH:89][cH:90][cH:91][cH:92]1.[CH:93](=[CH:94][C:95]([CH:96]=[CH:97][c:98]1[cH:99][cH:100][cH:101][cH:102][cH:103]1)=[O:104])[c:105]1[cH:106][cH:107][cH:108][cH:109][cH:110]1.[Cs+:46].[Cs+:47].[Pd:55].[Pd:56].[nH:30]1[c:31]([CH:39]([CH3:40])[OH:41])[n:32][c:33]2[c:34]1[cH:35][cH:36][cH:37][cH:38]2>>[C:1]([CH3:2])([CH3:3])([CH3:4])[O:5][C:6](=[O:7])[N:8]1[CH2:9][C:10](=[CH:12][c:13]2[n:14]([CH3:29])[c:15]3[n:16][c:17](-[n:30]4[c:31]([CH:39]([CH3:40])[OH:41])[n:32][c:33]5[c:34]4[cH:35][cH:36][cH:37][cH:38]5)[n:18][c:19]([N:22]4[CH2:23][CH2:24][O:25][CH2:26][CH2:27]4)[c:20]3[n:21]2)[CH2:11]1. The reactants are [Na].CC1=NNC(O1)=O (5-methyl-1,3,4-oxadiazol-2-one sodium salt), C(C1=CC=CC=C1)OCC(CCl)=O (1-benzyloxy-3-chloro-propan-2-one). Run in O (water), [Cl-].[Na+].O (brine), CN(C)C=O (DMF), CN(C)C=O (DMF). Conditions: time 16 hour. Product: C(C1=CC=CC=C1)OCC(CN1C(OC(=N1)C)=O)=O (3-(3-benzyloxy-2-oxo-propyl)-5-methyl-1,3,4-oxadiazol-2-one). As a reaction SMILES: [Na].[CH3:2][C:3]1[O:7][C:6](=[O:8])[NH:5][N:4]=1.[CH2:9]([O:16][CH2:17][C:18](=[O:21])[CH2:19]Cl)[C:10]1[CH:15]=[CH:14][CH:13]=[CH:12][CH:11]=1>CN(C=O)C.O.[Cl-].[Na+].O>[CH2:9]([O:16][CH2:17][C:18](=[O:21])[CH2:19][N:5]1[N:4]=[C:3]([CH3:2])[O:7][C:6]1=[O:8])[C:10]1[CH:15]=[CH:14][CH:13]=[CH:12][CH:11]=1 |f:0.1,5.6.7,^1:0|. Reported procedure: To a stirred suspension of 5-methyl-1,3,4-oxadiazol-2-one sodium salt (34.6 g, 284 mmol) in DMF (200 mL) at 0° C. was added dropwise a solution of 1-benzyloxy-3-chloro-propan-2-one (56.4 g, 284 mmol) in DMF (80 mL). After completion of the addition, the reaction mixture was allowed to warm to room temperature and stirring was continued for 16 h. The obtained reaction mixture was diluted with water and brine and extracted with EtOAc. The combined organic layers were washed with water, brine, and ... The reactants are O=C([O-])[O-], CN(C)C=O, [Cl-], CC#CCOc1cc(Cl)ncn1, Oc1ccccc1F, [K+], [K+], [NH4+]. Product: CC#CCOc1cc(Oc2ccccc2F)ncn1. Reaction SMILES: [C:13](=[O:14])([O-:15])[O-:16].[CH3:29][N:30]([CH3:31])[CH:32]=[O:33].[Cl-:27].[Cl:1][c:2]1[n:3][cH:4][n:5][c:6]([O:8][CH2:9][C:10]#[C:11][CH3:12])[cH:7]1.[F:19][c:20]1[c:21]([OH:26])[cH:22][cH:23][cH:24][cH:25]1.[K+:17].[K+:18].[NH4+:28]>>[c:2]1([O:26][c:21]2[c:20]([F:19])[cH:25][cH:24][cH:23][cH:22]2)[n:3][cH:4][n:5][c:6]([O:8][CH2:9][C:10]#[C:11][CH3:12])[cH:7]1. The reactants are C(CCCCC)(=O)OCI (iodomethyl hexanoate), C(C)(=O)OCC (Ethyl acetate), resultant solution, Cl.NC=1SC=C(N1)C(C(=O)NC1[C@@H]2N(C(=C(CS2)Cl)C(=O)O)C1=O)=NOC (7-[2-(2-Amino-4-thiazolyl)-2-methoxyiminoacetamido]-3-chloro-3-cephem-4-carboxylic acid hydrochloride), [Na] (sodium). Run in CN(C=O)C (dimethylformamide), CN(C=O)C (dimethylformamide), O (water), O (water). Product: NC=1SC=C(N1)C(C(=O)NC1[C@@H]2N(C(=C(CS2)Cl)C(=O)OCOC(CCCCC)=O)C1=O)=NOC (n-hexanoyloxymethyl 7-[2-(2-amino-4-thiazolyl)-2-methoxyiminoacetamido]-3-chloro-3-cephem-4-carboxylate). Yield: 55.5%. As a reaction SMILES: Cl.[NH2:2][C:3]1[S:4][CH:5]=[C:6]([C:8](=[N:25][O:26][CH3:27])[C:9]([NH:11][CH:12]2[C:23](=[O:24])[N:14]3[C:15]([C:20]([OH:22])=[O:21])=[C:16]([Cl:19])[CH2:17][S:18][C@H:13]23)=[O:10])[N:7]=1.[Na].[C:29]([O:36][CH2:37]I)(=[O:35])[CH2:30][CH2:31][CH2:32][CH2:33][CH3:34].C(OCC)(=O)C>O.CN(C)C=O>[NH2:2][C:3]1[S:4][CH:5]=[C:6]([C:8](=[N:25][O:26][CH3:27])[C:9]([NH:11][CH:12]2[C:23](=[O:24])[N:14]3[C:15]([C:20]([O:22][CH2:37][O:36][C:29](=[O:35])[CH2:30][CH2:31][CH2:32][CH2:33][CH3:34])=[O:21])=[C:16]([Cl:19])[CH2:17][S:18][C@H:13]23)=[O:10])[N:7]=1 |f:0.1,^1:27|. Reported procedure: 7-[2-(2-Amino-4-thiazolyl)-2-methoxyiminoacetamido]-3-chloro-3-cephem-4-carboxylic acid hydrochloride (syn-isomer: 1.5 g.) and sodium bicarbonte (0.56 g.) were dissolved in water (50 ml.) at room temperature with stirring and lyophilized. A solution of iodomethyl hexanoate (0.93 g.) in dimethylformamide (5 ml.) was added dropwise to a solution of the product obtained above in dimethylformamide (15 ml.) at -5° C. and stirred at the same temperature for 30 minutes. Ethyl acetate (50 ml.) and water... Starting materials: CS(=O)(=O)OCCC=1C(OC2=C(C1C)C(=CC(=C2)OC)OC)=O (3-[2-(methanesulphonyloxy)ethyl]-5,7-dimethoxy-4-methyl-2H-1-benzopyran-2-one), COC1=C(C=CC=C1)N1CCNCC1 (1-(2-methoxyphenyl)piperazine). Run in C(C)O (ethanol). Product: COC1=CC(=CC2=C1C(=C(C(O2)=O)CCN2CCN(CC2)C2=C(C=CC=C2)OC)C)OC (5,7-dimethoxy-3-{2-[4-(2-methoxyphenyl)-1-piperazinyl]ethyl}-4-methyl -2H-1-benzopyran-2-one). Isolated yield 71.0%. Reaction SMILES: CS(O[CH2:6][CH2:7][C:8]1[C:9](=[O:23])[O:10][C:11]2[CH:18]=[C:17]([O:19][CH3:20])[CH:16]=[C:15]([O:21][CH3:22])[C:12]=2[C:13]=1[CH3:14])(=O)=O.[CH3:24][O:25][C:26]1[CH:31]=[CH:30][CH:29]=[CH:28][C:27]=1[N:32]1[CH2:37][CH2:36][NH:35][CH2:34][CH2:33]1>C(O)C>[CH3:22][O:21][C:15]1[C:12]2[C:13]([CH3:14])=[C:8]([CH2:7][CH2:6][N:35]3[CH2:34][CH2:33][N:32]([C:27]4[CH:28]=[CH:29][CH:30]=[CH:31][C:26]=4[O:25][CH3:24])[CH2:37][CH2:36]3)[C:9](=[O:23])[O:10][C:11]=2[CH:18]=[C:17]([O:19][CH3:20])[CH:16]=1. Procedure: Process B; starting materials: 3-[2-(methanesulphonyloxy)ethyl]-5,7-dimethoxy-4-methyl-2H-1-benzopyran-2-one (Example 35) and 1-(2-methoxyphenyl)piperazine; yield 71%; m.p. 140°-142° C. (from ethanol).